describe an organic reaction: reactants, conditions, products, and yield From a dataset of the Open Reaction Database (ORD), a public repository of structured organic reaction records. Reactants: C(c1ccccn1)Oc1cccc(C=O)c1, CC1=CN=C(C=C1)N, [C-]#[N+]C1CCCCC1. The reagents and catalysts are O=C(O)C(F)(F)F (trifluoroacetic acid). Run in CC(C)O (isopropyl alcohol), CC(C)O (isopropylalcohol). Reaction conditions: temperature 22 celsius, time 20 hour. The product is Cc1ccc2nc(c3cccc(c3)OCc3ccccn3)c(NC3CCCCC3)n2c1. Isolated yield 69.2%. RXN SMILES: CC1=CC=C(N)N=C1.[C-]#[N+]C1CCCCC1.O=CC1=CC=CC(OCC2=NC=CC=C2)=C1>>CC1=CN2C(C=C1)=NC(=C2NC1CCCCC1)C1=CC=CC(OCC2=NC=CC=C2)=C1.